describe an organic reaction: reactants, conditions, products, and yield From a dataset of the Open Reaction Database (ORD), a public repository of structured organic reaction records. Starting materials: CC(C)(C)OC(=O)N1CC2CNCC2C1, CCCCCO, Nc1cc(-c2c(-c3ccc(Cl)cc3)nc3ccc(Cl)nn23)ccn1. The product is CC(C)(C)OC(=O)N1CC2CN(c3ccc4nc(-c5ccc(Cl)cc5)c(-c5ccnc(N)c5)n4n3)CC2C1. RXN SMILES: [CH2:25]1[N:26]([C:33](=[O:34])[O:35][C:36]([CH3:37])([CH3:38])[CH3:39])[CH2:27][CH:28]2[CH:29]1[CH2:30][NH:31][CH2:32]2.[CH2:40]([OH:41])[CH2:42][CH2:43][CH2:44][CH3:45].[Cl:1][c:2]1[cH:3][cH:4][c:5]2[n:6]([n:7]1)[c:8](-[c:18]1[cH:19][c:20]([NH2:24])[n:21][cH:22][cH:23]1)[c:9](-[c:11]1[cH:12][cH:13][c:14]([Cl:17])[cH:15][cH:16]1)[n:10]2>>[c:2]1([N:31]2[CH2:30][CH:29]3[CH2:25][N:26]([C:33](=[O:34])[O:35][C:36]([CH3:37])([CH3:38])[CH3:39])[CH2:27][CH:28]3[CH2:32]2)[cH:3][cH:4][c:5]2[n:6]([n:7]1)[c:8](-[c:18]1[cH:19][c:20]([NH2:24])[n:21][cH:22][cH:23]1)[c:9](-[c:11]1[cH:12][cH:13][c:14]([Cl:17])[cH:15][cH:16]1)[n:10]2. Starting materials: [H-].[Na+] (Sodium hydride), C12C(NC(C2C1)=O)=O (3-azabicyclo[3.1.0]hexane-2,4-dione), ICCCCCCCC (1-iodooctane). Solvent: CN(C=O)C (dimethylformamide), O (water). Reaction conditions: temperature 0 celsius, time 30 minute. The product is C(CCCCCCC)N1C(C2CC2C1=O)=O (3-n-Octyl-3-azabicyclo[3.1.0]hexane-2,4-dione). As a reaction SMILES: [H-].[Na+].[CH:3]12[CH2:8][CH:7]1[C:6](=[O:9])[NH:5][C:4]2=[O:10].I[CH2:12][CH2:13][CH2:14][CH2:15][CH2:16][CH2:17][CH2:18][CH3:19]>CN(C)C=O.O>[CH2:12]([N:5]1[C:6](=[O:9])[CH:7]2[CH:3]([CH2:8]2)[C:4]1=[O:10])[CH2:13][CH2:14][CH2:15][CH2:16][CH2:17][CH2:18][CH3:19] |f:0.1|. Procedure: Sodium hydride (1.48 g, 60% in oil) was added to a stirred solution of 3-azabicyclo[3.1.0]hexane-2,4-dione (4.0 g) and 1-iodooctane (8.88 g) in dry dimethylformamide (70 ml) under a nitrogen atmosphere at 0° C. The reaction mixture was stirred at 0° C. for a further 30 minutes and then at room temperature for 16 hours. The mixture was diluted with water (100 ml) and then extracted with ether (150 ml). The organic extract was washed with water (2×70 ml), dried (MgSO4) and evaporated in vacuo to l... The reactants are N(CC(=O)O)C(=O)OCC1C2=CC=CC=C2C2=CC=CC=C12 (Fmoc-Gly-OH), OC1=C(F)C(F)=C(F)C(F)=C1F (PfpOH), C1CCC(CC1)N=C=NC2CCCCC2 (DCC). Run in CN(C)C=O (DMF). Reaction conditions: time 15 hour. Yields the product N(CC(=O)OC1=C(F)C(F)=C(F)C(F)=C1F)C(=O)OCC1C2=CC=CC=C2C2=CC=CC=C12 (Fmoc-Gly-OPfp). Reaction SMILES: [NH:1]([C:6]([O:8][CH2:9][CH:10]1[C:22]2[C:17](=[CH:18][CH:19]=[CH:20][CH:21]=2)[C:16]2[C:11]1=[CH:12][CH:13]=[CH:14][CH:15]=2)=[O:7])[CH2:2][C:3]([OH:5])=[O:4].O[C:24]1[C:33]([F:34])=[C:31]([F:32])[C:29]([F:30])=[C:27]([F:28])[C:25]=1[F:26].C1CCC(N=C=NC2CCCCC2)CC1>CN(C=O)C>[NH:1]([C:6]([O:8][CH2:9][CH:10]1[C:11]2[C:16](=[CH:15][CH:14]=[CH:13][CH:12]=2)[C:17]2[C:22]1=[CH:21][CH:20]=[CH:19][CH:18]=2)=[O:7])[CH2:2][C:3]([O:5][C:24]1[C:25]([F:26])=[C:27]([F:28])[C:29]([F:30])=[C:31]([F:32])[C:33]=1[F:34])=[O:4]. Procedure details: To a solution of Fmoc-Gly-OH (891 mg, 3.0 mmol) and PfpOH(754 mg, 4.5 mmol) in DMF (12 mL) was added DCC (845 mg, 4.5 mmol) at 0° C. for 30 min and then room temperature for 15 h. The reaction mixture was filterd to remove DCUrea and the flitrate was evaporated in vacuo to give the crude Fmoc-Gly-OPfp. To a solution of Fmoc-Gly-OPfp and BocPNA-OH (436 mg, 2.0 mmol) in DMF (16 mL) was added diisoprppylethylamine (445 il, 2.6 mmol) and the reaction mixture was stirred at room temperature for 15 h....